From a dataset of the Open Reaction Database (ORD), a public repository of structured organic reaction records. describe an organic reaction: reactants, conditions, products, and yield Starting materials: COc1ccc([N+](=O)[O-])cc1C(F)(F)F, CC(C)(C)[O-], N#CCOc1ccc(Cl)cc1, Cl, [K+], CN(C)C=O. The product is COc1cc(CC#N)c([N+](=O)[O-])cc1C(F)(F)F. Reaction SMILES: [CH3:1][O:2][c:3]1[c:4]([C:12]([F:13])([F:14])[F:15])[cH:5][c:6]([N+:9](=[O:10])[O-:11])[cH:7][cH:8]1.[CH3:27][C:28]([CH3:29])([O-:30])[CH3:31].[Cl:16][c:17]1[cH:18][cH:19][c:20]([O:21][CH2:22][C:23]#[N:24])[cH:25][cH:26]1.[ClH:33].[K+:32].[O:34]=[CH:35][N:36]([CH3:37])[CH3:38]>>[CH3:1][O:2][c:3]1[c:4]([C:12]([F:13])([F:14])[F:15])[cH:5][c:6]([N+:9](=[O:10])[O-:11])[c:7]([CH2:22][C:23]#[N:24])[cH:8]1.